describe an organic reaction: reactants, conditions, products, and yield From a dataset of the Open Reaction Database (ORD), a public repository of structured organic reaction records. Reactants: C(C)(C)(C)P(C1=C(C=CC=C1)C1=C(C=C(C=C1C(C)C)C(C)C)C(C)C)C(C)(C)C (2-(di-tert-butylphosphino)-2′,4′,6′-triisopropylbiphenyl), C(C1=CC=CC=C1)(=O)NC1=C(C(=O)OC(C)(C)C)C=CC(=C1)Br (tert-butyl 2-(benzamido)-4-bromobenzoate), F[B-](F)(F)F.C(C)(C)(C)P(C(C)(C)C)C(C)(C)C (tri-tert-butylphosphine tetrafluoroborate), C(CC(O)(C(=O)O)CC(=O)O)(=O)O (citric acid), [H-].[Na+] (sodium hydride), C(C)(C)(C)P(C1=C(C=CC=C1)C1=C(C=C(C=C1C(C)C)C(C)C)C(C)C)C(C)(C)C (2-(di-tert-butylphosphino)-2′,4′,6′-triisopropylbiphenyl), [H-].[Na+] (sodium hydride), FC1=C(C=CC(=C1)F)O (2,4-difluorophenol), FC1=C(C=CC(=C1)F)O (2,4-difluorophenol), [H-].[Na+] (sodium hydride), C(C)(C)(C)P(C1=C(C=CC=C1)C1=C(C=C(C=C1C(C)C)C(C)C)C(C)C)C(C)(C)C (2-(di-tert-butylphosphino)-2′,4′,6′-triisopropylbiphenyl). The reagents and catalysts are C(C)(=O)[O-].[Pd+2].C(C)(=O)[O-] (palladium acetate), C=1C=CC(=CC1)/C=C/C(=O)/C=C/C2=CC=CC=C2.C=1C=CC(=CC1)/C=C/C(=O)/C=C/C2=CC=CC=C2.C=1C=CC(=CC1)/C=C/C(=O)/C=C/C2=CC=CC=C2.[Pd].[Pd] (tris(dibenzylideneacetone)dipalladium(0)), C(C)(=O)[O-].[Pd+2].C(C)(=O)[O-] (palladium acetate), C(C)(=O)[O-].[Pd+2].C(C)(=O)[O-] (palladium acetate). The solvent is C1(=CC=CC=C1)C (toluene), C(C)(=O)OCC (ethyl acetate), C1(=CC=CC=C1)C (toluene). The product is C(C1=CC=CC=C1)(=O)NC1=C(C(=O)OC(C)(C)C)C=CC(=C1)OC1=C(C=C(C=C1)F)F (tert-butyl 2-(benzamido)-4-(2,4-difluorophenoxy)benzoate). As a reaction SMILES: [F:1][C:2]1[CH:7]=[C:6]([F:8])[CH:5]=[CH:4][C:3]=1[OH:9].[H-].[Na+].C(P(C(C)(C)C)C1C=CC=CC=1C1C(C(C)C)=CC(C(C)C)=CC=1C(C)C)(C)(C)C.[C:42]([NH:50][C:51]1[CH:63]=[C:62](Br)[CH:61]=[CH:60][C:52]=1[C:53]([O:55][C:56]([CH3:59])([CH3:58])[CH3:57])=[O:54])(=[O:49])[C:43]1[CH:48]=[CH:47][CH:46]=[CH:45][CH:44]=1.F[B-](F)(F)F.C(P(C(C)(C)C)C(C)(C)C)(C)(C)C.C(O)(=O)CC(CC(O)=O)(C(O)=O)O>C([O-])(=O)C.[Pd+2].C([O-])(=O)C.C1C=CC(/C=C/C(/C=C/C2C=CC=CC=2)=O)=CC=1.C1C=CC(/C=C/C(/C=C/C2C=CC=CC=2)=O)=CC=1.C1C=CC(/C=C/C(/C=C/C2C=CC=CC=2)=O)=CC=1.[Pd].[Pd].C(OCC)(=O)C.C1(C)C=CC=CC=1>[C:42]([NH:50][C:51]1[CH:63]=[C:62]([O:9][C:3]2[CH:4]=[CH:5][C:6]([F:8])=[CH:7][C:2]=2[F:1])[CH:61]=[CH:60][C:52]=1[C:53]([O:55][C:56]([CH3:58])([CH3:59])[CH3:57])=[O:54])(=[O:49])[C:43]1[CH:44]=[CH:45][CH:46]=[CH:47][CH:48]=1 |f:1.2,5.6,8.9.10,11.12.13.14.15|. Procedure details: 0.018 mL of 2,4-difluorophenol was added to 1 mL of toluene suspension containing 10 mg of 60% sodium hydride at room temperature, and the resulting mixture was heated to reflux under nitrogen atmosphere for 15 minutes. After the reaction mixture was cooled to room temperature, 0.5 mL of toluene solution containing 4.7 mg of 2-(di-tert-butylphosphino)-2′,4′,6′-triisopropylbiphenyl, 1.7 mg of palladium acetate and 70 mg of tert-butyl 2-(benzamido)-4-bromobenzoate was added and the resulting mixtu... Starting materials: C(C1=CC=CC=C1)[C@@H]([C@H](C[C@@H](C)C(NCCC(C)(C)C)=O)O)NC(C1=CC(=CC(=C1)C1=CC=CC=C1)N1C(CCC1)=O)=O (N-[(1S,2S,4R)-1-Benzyl-4-(3,3-dimethylbutylcarbamoyl)-2-hydroxypentyl]-3-(2-oxopyrrolidin-1-yl)-5-phenylbenzamide), C1(CC1)COC=1C=C(C(=O)O)C=C(C1)N1C(CCC1)=O (3-cyclopropylmethoxy-5-(2-oxopyrrolidin-1-yl)benzoic acid), C12C(CC(CC1)C2)NC([C@@H](C[C@@H]([C@H](CC2=CC=CC=C2)N)O)C)=O ((2R,4S,5S)-5-Amino-4-hydroxy-2-methyl-6-phenylhexanoic acid (bicyclo[2.2.1]hept-2-yl)amide). Product: C(C1=CC=CC=C1)[C@@H]([C@H](C[C@@H](C)C(NC1C2CCC(C1)C2)=O)O)NC(C2=CC(=CC(=C2)N2C(CCC2)=O)OCC2CC2)=O (N-[(1S,2S,4R)-1-Benzyl-4-(bicyclo[2.2.1]hept-2-ylcarbamoyl)-2-hydroxypentyl]-3-cyclopropylmethoxy-5-(2-oxopyrrolidin-1-yl)benzamide). As a reaction SMILES: C([C@H](NC(=O)C1C=C(C2C=CC=CC=2)C=C(N2CCCC2=O)C=1)[C@@H](O)C[C@H](C(=O)NCCC(C)(C)C)C)C1C=CC=CC=1.[CH:44]1([CH2:47][O:48][C:49]2[CH:50]=[C:51]([CH:55]=[C:56]([N:58]3[CH2:62][CH2:61][CH2:60][C:59]3=[O:63])[CH:57]=2)[C:52]([OH:54])=O)[CH2:46][CH2:45]1.[CH:64]12[CH2:70][CH:67]([CH2:68][CH2:69]1)[CH2:66][CH:65]2[NH:71][C:72](=[O:87])[C@H:73]([CH3:86])[CH2:74][C@H:75]([OH:85])[C@@H:76]([NH2:84])[CH2:77][C:78]1[CH:83]=[CH:82][CH:81]=[CH:80][CH:79]=1>>[CH2:77]([C@H:76]([NH:84][C:52](=[O:54])[C:51]1[CH:55]=[C:56]([N:58]2[CH2:62][CH2:61][CH2:60][C:59]2=[O:63])[CH:57]=[C:49]([O:48][CH2:47][CH:44]2[CH2:45][CH2:46]2)[CH:50]=1)[C@@H:75]([OH:85])[CH2:74][C@H:73]([C:72](=[O:87])[NH:71][CH:65]1[CH2:66][CH:67]2[CH2:70][CH:64]1[CH2:69][CH2:68]2)[CH3:86])[C:78]1[CH:79]=[CH:80][CH:81]=[CH:82][CH:83]=1. Procedure: Prepared in an analogous manner to E6 from 3-cyclopropylmethoxy-5-(2-oxopyrrolidin-1-yl)benzoic acid (D45) and (2R,4S,5S)-5-amino-4-hydroxy-2-methyl-6-phenylhexanoic acid (bicyclo[2.2.1]hept-2-yl)amide (D29).